This data is from the Open Reaction Database (ORD), a public repository of structured organic reaction records. The task is: describe an organic reaction: reactants, conditions, products, and yield The reactants are C(=O)NC=1SC=C(N1)C(C(=O)O)=NOCCNC(=O)OC(C)(C)C (2-(2-Formamidothiazol-4-yl)-2-(2-tert-butoxycarbonylaminoethoxyimino)acetic acid), NC1[C@@H]2N(C(=C(CS2)CSC2=NN=NN2CC=C)C(=O)O)C1=O (7-amino-3-(1-allyl-1H-tetrazol-5-yl)thiomethyl-3-cephem-4-carboxylic acid). Product: C(=O)NC=1SC=C(N1)C(C(=O)NC1[C@@H]2N(C(=C(CS2)CSC2=NN=NN2CC=C)C(=O)O)C1=O)=NOCCNC(=O)OC(C)(C)C (7-[2-(2-formamidothiazol-4-yl)-2-(2-tert-butoxycarbonylaminoethoxyimino)acetamido]-3-(1-allyl-1H-tetrazol-5-yl)thiomethyl-3-cephem-4-carboxylic acid). Yield: 95.4%. RXN SMILES: [CH:1]([NH:3][C:4]1[S:5][CH:6]=[C:7]([C:9](=[N:13][O:14][CH2:15][CH2:16][NH:17][C:18]([O:20][C:21]([CH3:24])([CH3:23])[CH3:22])=[O:19])[C:10]([OH:12])=O)[N:8]=1)=[O:2].[NH2:25][CH:26]1[C:46](=[O:47])[N:28]2[C:29]([C:43]([OH:45])=[O:44])=[C:30]([CH2:33][S:34][C:35]3[N:39]([CH2:40][CH:41]=[CH2:42])[N:38]=[N:37][N:36]=3)[CH2:31][S:32][C@H:27]12>>[CH:1]([NH:3][C:4]1[S:5][CH:6]=[C:7]([C:9](=[N:13][O:14][CH2:15][CH2:16][NH:17][C:18]([O:20][C:21]([CH3:24])([CH3:23])[CH3:22])=[O:19])[C:10]([NH:25][CH:26]2[C:46](=[O:47])[N:28]3[C:29]([C:43]([OH:45])=[O:44])=[C:30]([CH2:33][S:34][C:35]4[N:39]([CH2:40][CH:41]=[CH2:42])[N:38]=[N:37][N:36]=4)[CH2:31][S:32][C@H:27]23)=[O:12])[N:8]=1)=[O:2]. Reported procedure: 2-(2-Formamidothiazol-4-yl)-2-(2-tert-butoxycarbonylaminoethoxyimino)acetic acid (syn isomer, 2 g.) and 7-amino-3-(1-allyl-1H-tetrazol-5-yl)thiomethyl-3-cephem-4-carboxylic acid (2 g.) were treated in a similar manner to that of Example 20-(1) to give 7-[2-(2-formamidothiazol-4-yl)-2-(2-tert-butoxycarbonylaminoethoxyimino)acetamido]-3-(1-allyl-1H-tetrazol-5-yl)thiomethyl-3-cephem-4-carboxylic acid (syn isomer, 3.7 g.). Starting materials: ClC=1C(=C(C(N(C1C)C)=O)C(=O)OCC)O (ethyl 5-chloro-1,6-dimethyl-4-hydroxy-2-oxo-1,2-dihydropyridine-3-carboxylate), NC=1N=NC(=CC1)Cl (3-amino-6-chloropyridazine), BrC1=CC=CC=C1 (bromobenzene). The solvent is CCCCCC (n-hexane). Conditions: time 4 hour. The product is ClC1=CC=C(N=N1)NC(=O)C=1C(N(C(=C(C1O)Cl)C)C)=O (N-(6-chloro-3-pyridazinyl)-5-chloro-1,6-dimethyl-4-hydroxy-2-oxo-1,2-dihydropyridine-3-carboxamide). Isolated yield 86.4%. As a reaction SMILES: [Cl:1][C:2]1[C:3]([OH:16])=[C:4]([C:11]([O:13]CC)=O)[C:5](=[O:10])[N:6]([CH3:9])[C:7]=1[CH3:8].[NH2:17][C:18]1[N:19]=[N:20][C:21]([Cl:24])=[CH:22][CH:23]=1.BrC1C=CC=CC=1>CCCCCC>[Cl:24][C:21]1[N:20]=[N:19][C:18]([NH:17][C:11]([C:4]2[C:5](=[O:10])[N:6]([CH3:9])[C:7]([CH3:8])=[C:2]([Cl:1])[C:3]=2[OH:16])=[O:13])=[CH:23][CH:22]=1. Reported procedure: 168 mg of ethyl 5-chloro-1,6-dimethyl-4-hydroxy-2-oxo-1,2-dihydropyridine-3-carboxylate and 82 mg of 3-amino-6-chloropyridazine were added to 1.5 ml of bromobenzene, and the mixture was stirred for 4 hours under heat refluxing. The reaction mixture was cooled to room temperature, and n-hexane was added to the reaction mixture. The resulting solid was collected by filtration, washed with a mixture of t-butyl methyl ether and n-hexane, and dried to obtain 180 mg of N-(6-chloro-3-pyridazinyl)-5-chl... Reactants: COC(=O)NC(C)c1cccc(Br)c1, Cc1ccccc1, COc1ccc(OB(O)O)cc1, CCO, [Cl-], [Na+], [Na+], [Na+], O=C([O-])[O-], c1ccc(P(c2ccccc2)(c2ccccc2)[Pd](P(c2ccccc2)(c2ccccc2)c2ccccc2)(P(c2ccccc2)(c2ccccc2)c2ccccc2)P(c2ccccc2)(c2ccccc2)c2ccccc2)cc1. The product is COC(=O)NC(C)c1cccc(-c2ccc(OC)cc2)c1. As a reaction SMILES: [Br:1][c:2]1[cH:3][c:4]([CH:8]([CH3:9])[NH:10][C:11]([O:12][CH3:13])=[O:14])[cH:5][cH:6][cH:7]1.[CH3:115][c:116]1[cH:117][cH:118][cH:119][cH:120][cH:121]1.[CH3:21][O:22][c:23]1[cH:24][cH:25][c:26]([O:29][B:30]([OH:31])[OH:32])[cH:27][cH:28]1.[CH3:35][CH2:36][OH:37].[Cl-:34].[Na+:15].[Na+:16].[Na+:33].[O-:17][C:18](=[O:19])[O-:20].[cH:38]1[cH:39][cH:40][c:41]([P:42]([Pd:43]([P:44]([c:45]2[cH:46][cH:47][cH:48][cH:49][cH:50]2)([c:51]2[cH:52][cH:53][cH:54][cH:55][cH:56]2)[c:57]2[cH:58][cH:59][cH:60][cH:61][cH:62]2)([P:63]([c:64]2[cH:65][cH:66][cH:67][cH:68][cH:69]2)([c:70]2[cH:71][cH:72][cH:73][cH:74][cH:75]2)[c:76]2[cH:77][cH:78][cH:79][cH:80][cH:81]2)[P:82]([c:83]2[cH:84][cH:85][cH:86][cH:87][cH:88]2)([c:89]2[cH:90][cH:91][cH:92][cH:93][cH:94]2)[c:95]2[cH:96][cH:97][cH:98][cH:99][cH:100]2)([c:101]2[cH:102][cH:103][cH:104][cH:105][cH:106]2)[c:107]2[cH:108][cH:109][cH:110][cH:111][cH:112]2)[cH:113][cH:114]1>>[c:2]1(-[c:26]2[cH:25][cH:24][c:23]([O:22][CH3:21])[cH:28][cH:27]2)[cH:3][c:4]([CH:8]([CH3:9])[NH:10][C:11]([O:12][CH3:13])=[O:14])[cH:5][cH:6][cH:7]1. Starting materials: OC1(CC2=C(C=CC(=C2C2(C1)SCCS2)OC)OC)C(=O)OC (methyl rac-1',2',3',4'-tetrahydro-2'-hydroxy-5',8'-dimethoxyspiro[1,3-dithiolane-2,4'-naphthalene]-2'-carboxylate), [BH4-].[Na+] (sodium borohydride). Run in O1CCCC1 (tetrahydrofuran). The yield is 86.8%. Procedure details: 2.0 g of methyl rac-1',2',3',4'-tetrahydro-2'-hydroxy-5',8'-dimethoxyspiro[1,3-dithiolane-2,4'-naphthalene]-2'-carboxylate, prepared as described in Example 4(iv), were dissolved in 200 ml of dry tetrahydrofuran and 2.0 g of sodium borohydride were added to the solution. The resulting mixture was stirred at room temperature under nitrogen for 20 hours. The solvent was removed by evaporation and 100 ml of 10% ammonium chloride solution were added. The mixture was extracted with three 30 ml portio... As a reaction SMILES: [OH:1][C:2]1([C:20](OC)=[O:21])[CH2:11][C:10]2([S:15][CH2:14][CH2:13][S:12]2)[C:9]2[C:4](=[C:5]([O:18][CH3:19])[CH:6]=[CH:7][C:8]=2[O:16][CH3:17])[CH2:3]1.[BH4-].[Na+]>O1CCCC1>[OH:1][C:2]1([CH2:20][OH:21])[CH2:3][C:4]2[C:9](=[C:8]([O:16][CH3:17])[CH:7]=[CH:6][C:5]=2[O:18][CH3:19])[C:10]2([S:12][CH2:13][CH2:14][S:15]2)[CH2:11]1 |f:1.2|. Reaction conditions: time 20 hour. Product: OC1(CC2(C3=C(C=CC(=C3C1)OC)OC)SCCS2)CO (rac-1',2',3',4'-tetrahydro-3'-hydroxy-3'-hydroxymethyl-5',8'-dimethoxyspiro[1,3-dithiolane-2,1'-naphthalene]).